This data is from the Open Reaction Database (ORD), a public repository of structured organic reaction records. The task is: describe an organic reaction: reactants, conditions, products, and yield The reactants are COC(=O)CCc1cc2cc(OCc3ccccc3)ccc2[nH]1, CCO, [Pd]. Product: COC(=O)CCc1cc2cc(O)ccc2[nH]1. Reaction SMILES: [CH2:1]([c:2]1[cH:3][cH:4][cH:5][cH:6][cH:7]1)[O:8][c:9]1[cH:10][c:11]2[cH:12][c:13]([CH2:18][CH2:19][C:20](=[O:21])[O:22][CH3:23])[nH:14][c:15]2[cH:16][cH:17]1.[CH3:24][CH2:25][OH:26].[Pd:27]>>[OH:8][c:9]1[cH:10][c:11]2[cH:12][c:13]([CH2:18][CH2:19][C:20](=[O:21])[O:22][CH3:23])[nH:14][c:15]2[cH:16][cH:17]1.